From a dataset of the Open Reaction Database (ORD), a public repository of structured organic reaction records. describe an organic reaction: reactants, conditions, products, and yield Procedure details: A 55 g (0.2 mole) portion of trimethyl 4-oxocyclohexane-1,1,3-tricarboxylate is dissolved in 240 ml DMF and to this is added 26 g (0.445 mole) of sodium chloride and 16 ml (0.89 mole) of water, under nitrogen. This mixture is heated to reflux and maintained for 48 hours, under nitrogen. The reaction is then stripped to dryness under reduced pressure, the residue added to water and the crude product extracted into dichloromethane (3×100 ml). The combined extracts are dried over MgSO4 and stripped... As a reaction SMILES: [O:1]=[C:2]1[CH2:7][CH2:6][C:5](C(OC)=O)([C:8]([O:10][CH3:11])=[O:9])[CH2:4][CH:3]1C(OC)=O.[Cl-].[Na+].O>CN(C=O)C>[O:1]=[C:2]1[CH2:7][CH2:6][CH:5]([C:8]([O:10][CH3:11])=[O:9])[CH2:4][CH2:3]1 |f:1.2|. The reactants are O (water), [Cl-].[Na+] (sodium chloride), O (water), O=C1C(CC(CC1)(C(=O)OC)C(=O)OC)C(=O)OC (trimethyl 4-oxocyclohexane-1,1,3-tricarboxylate). The product is O=C1CCC(CC1)C(=O)OC (methyl 4-oxocyclohexane-1-carboxylate). Run in CN(C)C=O (DMF). Reactants: O=C([O-])[O-], C1COCCN1, CCOC(C)=O, CN(C)C=O, CCOP(=O)(CN(c1ccc2c(ccn2C(=O)CCl)c1)S(=O)(=O)c1cc(Cl)cc(Cl)c1)OCC, [K+], [K+], O. Product: CCOP(=O)(CN(c1ccc2c(ccn2C(=O)CN2CCOCC2)c1)S(=O)(=O)c1cc(Cl)cc(Cl)c1)OCC. Reaction SMILES: [C:35](=[O:36])([O-:37])[O-:38].[CH2:41]1[CH2:42][O:43][CH2:44][CH2:45][NH:46]1.[CH3:47][CH2:48][O:49][C:50](=[O:51])[CH3:52].[CH3:53][N:54]([CH3:55])[CH:56]=[O:57].[Cl:1][CH2:2][C:3](=[O:4])[n:5]1[cH:6][cH:7][c:8]2[cH:9][c:10]([N:14]([S:15](=[O:16])(=[O:17])[c:18]3[cH:19][c:20]([Cl:25])[cH:21][c:22]([Cl:24])[cH:23]3)[CH2:26][P:27]([O:28][CH2:29][CH3:30])([O:31][CH2:32][CH3:33])=[O:34])[cH:11][cH:12][c:13]12.[K+:39].[K+:40].[OH2:58]>>[CH2:2]([C:3](=[O:4])[n:5]1[cH:6][cH:7][c:8]2[cH:9][c:10]([N:14]([S:15](=[O:16])(=[O:17])[c:18]3[cH:19][c:20]([Cl:25])[cH:21][c:22]([Cl:24])[cH:23]3)[CH2:26][P:27]([O:28][CH2:29][CH3:30])([O:31][CH2:32][CH3:33])=[O:34])[cH:11][cH:12][c:13]12)[N:46]1[CH2:41][CH2:42][O:43][CH2:44][CH2:45]1. Reactants: ClC=1C=C2C=C(C(OC2=CC1OC1=CC=C(C=C1)CC)C(F)(F)F)C(=O)O (6-chloro-7-(4-ethylphenoxy)-2-(trifluoromethyl)-2H-chromene-3-carboxylic acid), [OH-].[Na+] (NaOH), resultant mixture. Run in C(C)O (ethanol). The product is ClC=1C=C2C=C(C(OC2=CC1OC1=CC=C(C=C1)CC)C(F)(F)F)C(=O)[O-].[Na+] (Sodium 6-chloro-7-(4-ethylphenoxy)-2-(trifluoromethyl)-2H-chromene-3-carboxylate). RXN SMILES: [Cl:1][C:2]1[CH:3]=[C:4]2[C:9](=[CH:10][C:11]=1[O:12][C:13]1[CH:18]=[CH:17][C:16]([CH2:19][CH3:20])=[CH:15][CH:14]=1)[O:8][CH:7]([C:21]([F:24])([F:23])[F:22])[C:6]([C:25]([OH:27])=[O:26])=[CH:5]2.[OH-].[Na+:29]>C(O)C>[Cl:1][C:2]1[CH:3]=[C:4]2[C:9](=[CH:10][C:11]=1[O:12][C:13]1[CH:14]=[CH:15][C:16]([CH2:19][CH3:20])=[CH:17][CH:18]=1)[O:8][CH:7]([C:21]([F:24])([F:22])[F:23])[C:6]([C:25]([O-:27])=[O:26])=[CH:5]2.[Na+:29] |f:1.2,4.5|. Procedure: A solution of 47.6 mg (0.119 mmole) of 6-chloro-7-(4-ethylphenoxy)-2-(trifluoromethyl)-2H-chromene-3-carboxylic acid in 1.5 mL of ethanol was treated with 1.18 mL of 0.1008N NaOH. The resultant mixture was lyophilized to provide 51 mg (quant.) of an off-white solid: 1H NMR (CD3OD/400 MHz) 1.25 (t, 3H, J=7.7 Hz), 2. 68 (q, 2H, J=7.7 Hz), 5.79 (q, 1H, J=7.2 Hz), 6.92 (d, 2H, J=8.6 Hz), 7.25 (d, 2H, J=8.6 Hz), 7.37 (m, 2H); MS (ES+) 399 (M+1, 100). Reactants: CN(S(=O)(=O)C1=C(C=CC=C1)S(=O)(=O)N)C (2-(N,N-dimethylsulfamoyl)-benzenesulfonamide), CS(=O)(=O)O (methanesulfonic acid), NC1=NC(=CC(=N1)CCl)OC (2-amino-4-chloromethyl-6-methoxypyrimidine), N12CCCCCC2=NCCC1.C1CCC2=NCCCN2CC1 (1,8-diazabicyclo(5,4,0)undec-7-ene DBU), C(OC1=CC=CC=C1)(OC1=CC=CC=C1)=O (diphenyl carbonate). Run in C(C)#N (acetonitrile). Conditions: time 1 hour. Yields the product CN(S(=O)(=O)C1=C(C=CC=C1)S(=O)(=O)NC(=O)NC1=NC(=CC(=N1)CCl)OC)C (N-[2-(N,N-dimethylsulfamoyl)-phenylsulfonyl]-N'-(4-chloromethyl-6-methoxypyrimidin-2-yl)-urea). Yield: 70.0%. RXN SMILES: [CH3:1][N:2]([CH3:16])[S:3]([C:6]1[CH:11]=[CH:10][CH:9]=[CH:8][C:7]=1[S:12]([NH2:15])(=[O:14])=[O:13])(=[O:5])=[O:4].N12CCCN=C1CCCCC2.C1CCN2C(=NCCC2)CC1.[C:39](=O)(OC1C=CC=CC=1)[O:40]C1C=CC=CC=1.CS(O)(=O)=O.[NH2:60][C:61]1[N:66]=[C:65]([CH2:67][Cl:68])[CH:64]=[C:63]([O:69][CH3:70])[N:62]=1>C(#N)C>[CH3:1][N:2]([CH3:16])[S:3]([C:6]1[CH:11]=[CH:10][CH:9]=[CH:8][C:7]=1[S:12]([NH:15][C:39]([NH:60][C:61]1[N:66]=[C:65]([CH2:67][Cl:68])[CH:64]=[C:63]([O:69][CH3:70])[N:62]=1)=[O:40])(=[O:14])=[O:13])(=[O:5])=[O:4] |f:1.2|. Procedure details: 26.4 g of 2-(N,N-dimethylsulfamoyl)-benzenesulfonamide (0.1 mol) are suspended in 100 ml of acetonitrile; 15.7 g of 1,8-diazabicyclo(5,4,0)undec-7-ene DBU (0.1 mol) are added, and the mixture is stirred for 1 hour at room temperature. There are then added 21.4 g of diphenyl carbonate (0.1 mol) and stirring is continued for 1 hour. After a standing time of 15 hours, 9.7 g of methanesulfonic acid (0.1 mol) are added dropwise in the cold state. There are afterwards added 17.3 g of 2-amino-4-chlorom... Starting materials: CC(C)(C)OC(=O)c1ccc(-c2ccc(O)cc2)cc1NC(=O)c1ccccc1, O=C(O)C(F)(F)F. Product: O=C(Nc1cc(-c2ccc(O)cc2)ccc1C(=O)O)c1ccccc1. RXN SMILES: [C:1]([c:2]1[cH:3][cH:4][cH:5][cH:6][cH:7]1)(=[O:8])[NH:9][c:10]1[c:11]([C:12](=[O:13])[O:14][C:15]([CH3:16])([CH3:17])[CH3:18])[cH:19][cH:20][c:21](-[c:23]2[cH:24][cH:25][c:26]([OH:29])[cH:27][cH:28]2)[cH:22]1.[OH:30][C:31]([C:32]([F:33])([F:34])[F:35])=[O:36]>>[C:1]([c:2]1[cH:3][cH:4][cH:5][cH:6][cH:7]1)(=[O:8])[NH:9][c:10]1[c:11]([C:12](=[O:13])[OH:14])[cH:19][cH:20][c:21](-[c:23]2[cH:24][cH:25][c:26]([OH:29])[cH:27][cH:28]2)[cH:22]1. Reactants: C(C1=CC=CC=C1)(=O)C1=CC=C(COC=2C=C(C=O)C=CC2)C=C1 (3-(4-benzoylbenzyloxy)benzaldehyde), S1C(=S)NC(=O)C1 (rhodanine), C(C)(=O)[O-].[Na+] (sodium acetate). The solvent is C(C)(=O)O (acetic acid). Product: C(C1=CC=CC=C1)(=O)C1=CC=C(C=C1)COC=1C=C(C=CC1)C=C1C(NC(S1)=S)=O (5-[[3-[(4-benzoylphenyl)methoxy]phenyl]methylene]-2-thioxo-4-thiazolidinone). Yield: 58.9%. Reaction SMILES: [C:1]([C:9]1[CH:24]=[CH:23][C:12]([CH2:13][O:14][C:15]2[CH:16]=[C:17]([CH:20]=[CH:21][CH:22]=2)[CH:18]=O)=[CH:11][CH:10]=1)(=[O:8])[C:2]1[CH:7]=[CH:6][CH:5]=[CH:4][CH:3]=1.[S:25]1[CH2:31][C:29](=[O:30])[NH:28][C:26]1=[S:27].C([O-])(=O)C.[Na+]>C(O)(=O)C>[C:1]([C:9]1[CH:24]=[CH:23][C:12]([CH2:13][O:14][C:15]2[CH:16]=[C:17]([CH:18]=[C:31]3[S:25][C:26](=[S:27])[NH:28][C:29]3=[O:30])[CH:20]=[CH:21][CH:22]=2)=[CH:11][CH:10]=1)(=[O:8])[C:2]1[CH:3]=[CH:4][CH:5]=[CH:6][CH:7]=1 |f:2.3|. Reported procedure: The 3-(4-benzoylbenzyloxy)benzaldehyde (2.0 g, 6.3 mmol) was coupled with rhodanine (1.06 g, 8.0 mmol) in the presence of sodium acetate (1.89 g, 22 mmol) and acetic acid (75 ml) essentially as previously described to yield 1.6 grams (59.0%) of the deisred title product.